Dataset: the Open Reaction Database (ORD), a public repository of structured organic reaction records. Task: describe an organic reaction: reactants, conditions, products, and yield Yields the product CC(=O)Oc1ccc2c(c1)CCC1=C2CCC2(C)C(=O)CC=C12. Reactants: CC12CCC3=C(CCc4cc(O)ccc43)C1=CCC2=O, CC(=O)OC(C)=O, CCOC(C)=O, c1ccncc1. Reaction SMILES: [CH3:1][C:2]12[C:3](=[O:20])[CH2:4][CH:5]=[C:6]1[C:7]1=[C:8]([CH2:9][CH2:10]2)[c:11]2[cH:12][cH:13][c:14]([OH:19])[cH:15][c:16]2[CH2:17][CH2:18]1.[CH3:27][C:28](=[O:29])[O:30][C:31](=[O:32])[CH3:33].[CH3:34][CH2:35][O:36][C:37](=[O:38])[CH3:39].[cH:21]1[cH:22][cH:23][n:24][cH:25][cH:26]1>>[CH3:1][C:2]12[C:3](=[O:20])[CH2:4][CH:5]=[C:6]1[C:7]1=[C:8]([CH2:9][CH2:10]2)[c:11]2[cH:12][cH:13][c:14]([O:19][C:28]([CH3:27])=[O:29])[cH:15][c:16]2[CH2:17][CH2:18]1. Starting materials: C(N)(=O)C1=NN(C2=CC=CC=C12)CC(=O)N1[C@@H]2C[C@@]2(C[C@H]1C(NC1=C(C(=CC=C1)OC(F)(F)F)F)=O)COC(CN1N=C(C2=CC=CC=C12)C(N)=O)=O ((3-carbamoyl-indazol-1-yl)-acetic acid (1R,3S,5S)-2-[2-(3-carbamoyl-indazol-1-yl)-acetyl]-3-(2-fluoro-3-trifluoromethoxy-phenylcarbamoyl)-2-aza-bicyclo[3.1.0]hex-5-ylmethyl ester), [OH-].[Na+] (NaOH), CCOC(=O)C (EtOAc). Run in C1CCOC1 (THF), O (water), O (Water). The product is FC1=C(C=CC=C1OC(F)(F)F)NC(=O)[C@H]1N([C@@H]2C[C@@]2(C1)CO)C(CN1N=C(C2=CC=CC=C12)C(=O)N)=O (1-{2-[(1R,3S,5S)-3-(2-Fluoro-3-trifluoromethoxy-phenylcarbamoyl)-5-hydroxymethyl-2-aza-bicyclo[3.1.0]hex-2-yl]-2-oxo-ethyl}-1H-indazole-3-carboxylic acid amide). RXN SMILES: [C:1]([C:4]1[C:12]2[C:7](=[CH:8][CH:9]=[CH:10][CH:11]=2)[N:6]([CH2:13][C:14]([N:16]2[C@H:21]([C:22](=[O:36])[NH:23][C:24]3[CH:29]=[CH:28][CH:27]=[C:26]([O:30][C:31]([F:34])([F:33])[F:32])[C:25]=3[F:35])[CH2:20][C@:19]3([CH2:37][O:38]C(=O)CN4C5C(=CC=CC=5)C(C(=O)N)=N4)[C@H:17]2[CH2:18]3)=[O:15])[N:5]=1)(=[O:3])[NH2:2].[OH-].[Na+].CCOC(C)=O>C1COCC1.O>[F:35][C:25]1[C:26]([O:30][C:31]([F:33])([F:34])[F:32])=[CH:27][CH:28]=[CH:29][C:24]=1[NH:23][C:22]([C@@H:21]1[CH2:20][C@:19]2([CH2:37][OH:38])[C@@H:17]([CH2:18]2)[N:16]1[C:14](=[O:15])[CH2:13][N:6]1[C:7]2[C:12](=[CH:11][CH:10]=[CH:9][CH:8]=2)[C:4]([C:1]([NH2:2])=[O:3])=[N:5]1)=[O:36] |f:1.2|. Reported procedure: A solution of (3-carbamoyl-indazol-1-yl)-acetic acid (1R,3S,5S)-2-[2-(3-carbamoyl-indazol-1-yl)-acetyl]-3-(2-fluoro-3-trifluoromethoxy-phenylcarbamoyl)-2-aza-bicyclo[3.1.0]hex-5-ylmethyl ester (69.2 mg, 0.085 mmol) and NaOH (1N, 188 μL, 0.19 mmol) in THF (0.45 mL) and water (43 μL) was stirred at RT 1 h. Water and EtOAc were added, the layers were separated and the aqueous one extracted with EtOAc (×2). The combined organic extracts were dried (Na2SO4), filtered and concentrated. The crude resid... The reactants are NC=1C(=NC(=CN1)C=1C=NC=CC1)C(=O)NN (3-amino-6-(3-pyridyl)pyrazine-2-carbohydrazide), Cl.C(C1=CC=CC=C1)(=N)N (benzamidine hydrochloride), C(C)[O-].[Na+] (sodium ethanolate). Solvent: CN(C)C=O (DMF). Reaction conditions: temperature 200 celsius. Product: C1(=CC=CC=C1)C=1NC(=NN1)C=1C(=NC=C(N1)C=1C=NC=CC1)N (3-(5-phenyl-4H-1,2,4-triazol-3-yl)-5-(pyridin-3-yl)pyrazin-2-amine). The yield is 22.9%. As a reaction SMILES: [NH2:1][C:2]1[C:3]([C:14]([NH:16][NH2:17])=O)=[N:4][C:5]([C:8]2[CH:9]=[N:10][CH:11]=[CH:12][CH:13]=2)=[CH:6][N:7]=1.Cl.[C:19](N)(=[NH:26])[C:20]1[CH:25]=[CH:24][CH:23]=[CH:22][CH:21]=1.C([O-])C.[Na+]>CN(C=O)C>[C:20]1([C:19]2[NH:26][C:14]([C:3]3[C:2]([NH2:1])=[N:7][CH:6]=[C:5]([C:8]4[CH:9]=[N:10][CH:11]=[CH:12][CH:13]=4)[N:4]=3)=[N:16][N:17]=2)[CH:25]=[CH:24][CH:23]=[CH:22][CH:21]=1 |f:1.2,3.4|. Reported procedure: A mixture of 3-amino-6-(3-pyridyl)pyrazine-2-carbohydrazide (40 mg, 0.173 mmol), benzamidine hydrochloride (27.2 mg, 0.173 mmol) and sodium ethanolate (11.82 mg, 0.173 mmol) were added to a 5 mL microwave vial in DMF (1 mL). The reaction mixture was heated in the microwave at 200° C. for 20 min. The mixture was concentrated in vacuo and the residue purified by reverse phase preparative HPLC [Waters Sunfire C18, 10 uM, 100 A column, gradient 10%-95% B (solvent A: 0.05% TFA in water, solvent B: CH... As a reaction SMILES: [Cl:2][c:3]1[n:4][c:5]2[c:6]([O:17][CH3:18])[c:7]([O:15][CH3:16])[c:8]([Cl:14])[cH:9][c:10]2[c:11]([Cl:13])[n:12]1.[NH3:1].[O:19]1[CH2:20][CH2:21][CH2:22][CH2:23]1>>[NH2:1][c:11]1[c:10]2[c:5]([n:4][c:3]([Cl:2])[n:12]1)[c:6]([O:17][CH3:18])[c:7]([O:15][CH3:16])[c:8]([Cl:14])[cH:9]2. Reactants: COc1c(Cl)cc2c(Cl)nc(Cl)nc2c1OC, N, C1CCOC1. Product: COc1c(Cl)cc2c(N)nc(Cl)nc2c1OC. Starting materials: CCC(CC)(c1ccc(CCC(O[Si](C)(C)C(C)(C)C)C(C)(C)C)c(C)c1)c1ccc(-c2ccc(CC(=O)OC)cc2)c(C)c1, ClCCl, O=C(O)C(F)(F)F. Yields the product CCC(CC)(c1ccc(CCC(O)C(C)(C)C)c(C)c1)c1ccc(-c2ccc(CC(=O)OC)cc2)c(C)c1. RXN SMILES: [CH3:8][O:9][C:10]([CH2:11][c:12]1[cH:13][cH:14][c:15](-[c:18]2[c:19]([CH3:51])[cH:20][c:21]([C:24]([CH2:25][CH3:26])([CH2:27][CH3:28])[c:29]3[cH:30][c:31]([CH3:50])[c:32]([CH2:35][CH2:36][CH:37]([C:38]([CH3:39])([CH3:40])[CH3:41])[O:42][Si:43]([C:44]([CH3:45])([CH3:46])[CH3:47])([CH3:48])[CH3:49])[cH:33][cH:34]3)[cH:22][cH:23]2)[cH:16][cH:17]1)=[O:52].[Cl:53][CH2:54][Cl:55].[OH:1][C:2]([C:3]([F:4])([F:5])[F:6])=[O:7]>>[CH3:8][O:9][C:10]([CH2:11][c:12]1[cH:13][cH:14][c:15](-[c:18]2[c:19]([CH3:51])[cH:20][c:21]([C:24]([CH2:25][CH3:26])([CH2:27][CH3:28])[c:29]3[cH:30][c:31]([CH3:50])[c:32]([CH2:35][CH2:36][CH:37]([C:38]([CH3:39])([CH3:40])[CH3:41])[OH:42])[cH:33][cH:34]3)[cH:22][cH:23]2)[cH:16][cH:17]1)=[O:52].